This data is from the Open Reaction Database (ORD), a public repository of structured organic reaction records. The task is: describe an organic reaction: reactants, conditions, products, and yield Starting materials: CC(C)OC(=O)Cl, ClCCl, O=C1CCCNc2ccccc21, c1ccncc1. The product is CC(C)OC(=O)N1CCCC(=O)c2ccccc21. As a reaction SMILES: [CH:19]([CH3:20])([CH3:21])[O:22][C:23](=[O:24])[Cl:25].[Cl:26][CH2:27][Cl:28].[NH:1]1[c:2]2[c:3]([cH:9][cH:10][cH:11][cH:12]2)[C:4](=[O:8])[CH2:5][CH2:6][CH2:7]1.[cH:13]1[cH:14][cH:15][n:16][cH:17][cH:18]1>>[N:1]1([C:23]([O:22][CH:19]([CH3:20])[CH3:21])=[O:24])[c:2]2[c:3]([cH:9][cH:10][cH:11][cH:12]2)[C:4](=[O:8])[CH2:5][CH2:6][CH2:7]1. The reactants are CC#N, COC(=O)C(Cc1ccc(Cl)cc1)c1ccccc1, [Li+], [OH-], O, O. Product: O=C(O)C(Cc1ccc(Cl)cc1)c1ccccc1. As a reaction SMILES: [CH3:23][C:24]#[N:25].[Cl:1][c:2]1[cH:3][cH:4][c:5]([CH2:8][CH:9]([C:10](=[O:11])[O:12][CH3:13])[c:14]2[cH:15][cH:16][cH:17][cH:18][cH:19]2)[cH:6][cH:7]1.[Li+:22].[OH-:21].[OH2:20].[OH2:26]>>[Cl:1][c:2]1[cH:3][cH:4][c:5]([CH2:8][CH:9]([C:10](=[O:11])[OH:12])[c:14]2[cH:15][cH:16][cH:17][cH:18][cH:19]2)[cH:6][cH:7]1.